describe an organic reaction: reactants, conditions, products, and yield From a dataset of the Open Reaction Database (ORD), a public repository of structured organic reaction records. The reactants are [N+](=O)([O-])C1=CC=C(C=C1)N1C(OCC1)=O (3-(4-nitrophenyl)oxazolidin-2-one). Reagents/catalysts: [Pd] (Pd/C). Solvent: CO (MeOH). Reaction conditions: time 15 hour. The product is NC1=CC=C(C=C1)N1C(OCC1)=O (3-(4-aminophenyl)oxazolidin-2-one), solid. Isolated yield 90.0%. RXN SMILES: [N+:1]([C:4]1[CH:9]=[CH:8][C:7]([N:10]2[CH2:14][CH2:13][O:12][C:11]2=[O:15])=[CH:6][CH:5]=1)([O-])=O>CO.[Pd]>[NH2:1][C:4]1[CH:5]=[CH:6][C:7]([N:10]2[CH2:14][CH2:13][O:12][C:11]2=[O:15])=[CH:8][CH:9]=1. Procedure: To a solution of 3-(4-nitrophenyl)oxazolidin-2-one (800 mg, 3.8 mmol) in MeOH (10 mL) was added Pd/C (10%, 200 mg). After having been degassed and recharged with hydrogen from a balloon, the mixture was stirred at rt for 15 h. TLC showed no starting material existed. The solid Pd/C was separated by filtration and the crude product 3-(4-aminophenyl)oxazolidin-2-one was obtained by evaporation as a yellow solid (622 mg, yield 90%) and used directly for the next step. Starting materials: C(C)(C)(C)OC(NC1=C(C=C(C(=C1)CCC)C(F)(F)F)NC(CC(=O)C1=CC(=CC=C1)C1=CC(=NC=C1)C)=O)=O ((2-{3-[3-(2-methyl-pyridin-4-yl)-phenyl]-3-oxo-propionylamino}-5-propyl-4-trifluoromethyl-phenyl)-carbamic acid tert-butyl ester), C(=O)(C(F)(F)F)O (TFA). Run in C(Cl)Cl (CH2Cl2). Yields the product CC1=NC=CC(=C1)C=1C=C(C=CC1)C1=NC2=C(NC(C1)=O)C=C(C(=C2)CCC)C(F)(F)F (4-[3-(2-Methyl-pyridin-4-yl)-phenyl]-7-propyl-8-trifluoromethyl-1,3-dihydro-benzo[b][1,4]diazepin-2-one), solid. Isolated yield 29.0%. RXN SMILES: C(OC(=O)[NH:7][C:8]1[CH:13]=[C:12]([CH2:14][CH2:15][CH3:16])C(C(F)(F)F)=[CH:10][C:9]=1[NH:21][C:22](=[O:39])[CH2:23][C:24]([C:26]1[CH:31]=[CH:30][CH:29]=[C:28]([C:32]2[CH:37]=[CH:36][N:35]=[C:34]([CH3:38])[CH:33]=2)[CH:27]=1)=O)(C)(C)C.[C:41](O)([C:43]([F:46])([F:45])[F:44])=O>C(Cl)Cl>[CH3:38][C:34]1[CH:33]=[C:32]([C:28]2[CH:27]=[C:26]([C:24]3[CH2:23][C:22](=[O:39])[NH:21][C:9]4[CH:10]=[C:41]([C:43]([F:46])([F:45])[F:44])[C:12]([CH2:14][CH2:15][CH3:16])=[CH:13][C:8]=4[N:7]=3)[CH:31]=[CH:30][CH:29]=2)[CH:37]=[CH:36][N:35]=1. Procedure details: The title compound was prepared from (2-{3-[3-(2-methyl-pyridin-4-yl)-phenyl]-3-oxo-propionylamino}-5-propyl-4-trifluoromethyl-phenyl)-carbamic acid tert-butyl ester (Example M202) (285 mg, 0.51 mmol) by treatment with TFA in CH2Cl2 according to the general procedure N. Obtained as a light yellow solid (67 mg, 29%). Starting materials: C1COCCO1, CNc1nc(Cl)ncc1F, Cl, COc1cc(C(=O)O)ccc1N. The product is CNc1nc(Nc2ccc(C(=O)O)cc2OC)ncc1F. As a reaction SMILES: [CH2:24]1[O:25][CH2:26][CH2:27][O:28][CH2:29]1.[Cl:1][c:2]1[n:3][cH:4][c:5]([F:10])[c:6]([NH:8][CH3:9])[n:7]1.[ClH:23].[NH2:11][c:12]1[c:13]([O:21][CH3:22])[cH:14][c:15]([C:16](=[O:17])[OH:18])[cH:19][cH:20]1>>[c:2]1([NH:11][c:12]2[c:13]([O:21][CH3:22])[cH:14][c:15]([C:16](=[O:17])[OH:18])[cH:19][cH:20]2)[n:3][cH:4][c:5]([F:10])[c:6]([NH:8][CH3:9])[n:7]1. Reactants: N1=C(C=CC=C1)NC1=C(C=CC=C1)N (N-(2-pyridyl)-o-phenylenediamine), C1(CCCCC1)/C=C/C(=O)Cl ((E)-3-Cyclohexylacryloyl chloride), N1=C(C=CC=C1)N1C(=NC2=C1C=CC=C2)\C=C\C2=CC=CC=C2 ((E)-1-(2-pyridyl)-2-styryl-1H-benzimidazole). Yields the product C1(CCCCC1)/C=C/C1=NC2=C(N1C1=NC=CC=C1)C=CC=C2 ((E)-2-[2-(Cyclohexyl)ethenyl]-1-(2-pyridyl)-1H-benzimidazole). Reported procedure: The titled compound was prepared from N-(2-pyridyl)-o-phenylenediamine and (E)-3-Cyclohexylacryloyl chloride (Amino, Y.; Kawada, K.; Toi, K.; Kumashiro, I.; Fukushima, K. Chem. Pharm. Bull., 1988, 36, 4426) according to the preparation of (E)-1-(2-pyridyl)-2-styryl-1H-benzimidazole (Example 1, method A). MW: 303.41; mp: 105.0-106.0° C.; 1H-NMR (CDCl3) δ: 8.78-8.73 (1H, m), 7.96 (1H, ddd, J=7.7, 7.7, 1.8 Hz), 7.81-7.76 (1H, m), 7.49-7.39 (3H, m), 7.33-7.18 (2H, m), 7.11 (1H, dd, J=15.8, 7.3 Hz), ... RXN SMILES: N1C=CC=CC=1NC1C=CC=CC=1N.C1(/C=C/C(Cl)=O)CCCCC1.[N:26]1[CH:31]=[CH:30][CH:29]=[CH:28][C:27]=1[N:32]1[C:36]2[CH:37]=[CH:38][CH:39]=[CH:40][C:35]=2[N:34]=[C:33]1/[CH:41]=[CH:42]/[C:43]1[CH:48]=[CH:47][CH:46]=[CH:45][CH:44]=1>>[CH:43]1(/[CH:42]=[CH:41]/[C:33]2[N:32]([C:27]3[CH:28]=[CH:29][CH:30]=[CH:31][N:26]=3)[C:36]3[CH:37]=[CH:38][CH:39]=[CH:40][C:35]=3[N:34]=2)[CH2:48][CH2:47][CH2:46][CH2:45][CH2:44]1.